This data is from the Open Reaction Database (ORD), a public repository of structured organic reaction records. The task is: describe an organic reaction: reactants, conditions, products, and yield Starting materials: CO, COC(=O)C1(C)CCN(c2ccc(NC(=O)c3nnc(Nc4ccc(F)c(F)c4)o3)cn2)CC1, [Na+], [OH-]. The product is CC1(C(=O)O)CCN(c2ccc(NC(=O)c3nnc(Nc4ccc(F)c(F)c4)o3)cn2)CC1. As a reaction SMILES: [CH3:37][OH:38].[F:1][c:2]1[cH:3][c:4]([NH:9][c:10]2[n:11][n:12][c:13]([C:15](=[O:16])[NH:17][c:18]3[cH:19][cH:20][c:21]([N:24]4[CH2:25][CH2:26][C:27]([C:30](=[O:31])[O:32][CH3:33])([CH3:34])[CH2:28][CH2:29]4)[n:22][cH:23]3)[o:14]2)[cH:5][cH:6][c:7]1[F:8].[Na+:36].[OH-:35]>>[F:1][c:2]1[cH:3][c:4]([NH:9][c:10]2[n:11][n:12][c:13]([C:15](=[O:16])[NH:17][c:18]3[cH:19][cH:20][c:21]([N:24]4[CH2:25][CH2:26][C:27]([C:30](=[O:31])[OH:32])([CH3:34])[CH2:28][CH2:29]4)[n:22][cH:23]3)[o:14]2)[cH:5][cH:6][c:7]1[F:8]. Reaction conditions: time 3 hour. Reaction SMILES: [O:1]1[C:5]2([CH2:10][CH2:9][CH:8](/[CH:11]=[N:12]/[S:13]([C:15]([CH3:18])([CH3:17])[CH3:16])=[O:14])[CH2:7][CH2:6]2)[O:4][CH2:3][CH2:2]1.[Br-].[CH2:20]1[CH2:24]OC[CH2:21]1>>[O:1]1[C:5]2([CH2:6][CH2:7][CH:8]([CH:11]([NH:12][S:13]([C:15]([CH3:18])([CH3:17])[CH3:16])=[O:14])[CH2:24][CH:20]=[CH2:21])[CH2:9][CH2:10]2)[O:4][CH2:3][CH2:2]1. Starting materials: O1CCOC12CCC(CC2)\C=N\S(=O)C(C)(C)C ((E)-N-(1,4-dioxaspiro[4.5]decan-8-ylmethylene)-2-methylpropane-2-sulfinamide), C1CCOC1 (THF), [Br-] (bromide). The product is O1CCOC12CCC(CC2)C(CC=C)NS(=O)C(C)(C)C (N-(1-(1,4-dioxaspiro[4.5]decan-8-yl)but-3-en-1-yl)-2-methylpropane-2-sulfinamide). Procedure: A solution (E)-N-(1,4-dioxaspiro[4.5]decan-8-ylmethylene)-2-methylpropane-2-sulfinamide (1.91 g, 6.99 mmol), prepared in the previous step, in dry THF (48 mL) was treated with a solution of allylmagnesiumm bromide (10.5 mL, 21 mmol, 2N in THF) dropwise at ambient temperature under argon. After the complete addition, the reaction mixture was allowed to stir at room temperature and for 3 hours and then quenched at 0° C. by the cautious addition of saturated ammonium chloride solution. After extrac... Reactants: [OH-].[Na+] (sodium hydroxide), NC1=C(C=CC=C1)S (2-Aminothiophenol), C(C)OCC(=O)O (ethoxyacetic acid), aqueous solution. The product is C(C)OCC=1SC2=C(N1)C=CC=C2 (2-ethoxymethylbenzothiazole). Yield: 63.0%. As a reaction SMILES: [NH2:1][C:2]1[CH:7]=[CH:6][CH:5]=[CH:4][C:3]=1[SH:8].[CH2:9]([O:11][CH2:12][C:13](O)=O)[CH3:10].[OH-].[Na+]>>[CH2:9]([O:11][CH2:12][C:13]1[S:8][C:3]2[CH:4]=[CH:5][CH:6]=[CH:7][C:2]=2[N:1]=1)[CH3:10] |f:2.3|. Reported procedure: 2-Aminothiophenol was reacted with an equimolar amount of ethoxyacetic acid at 110° C. for 15 hours in a sealed tube. After cooling the reaction mixture, it was neutralized with a 20% aqueous solution of sodium hydroxide, followed by an extraction with ether. Ether was driven off and the residue was then subjected to distillation under reduced pressures, thereby obtaining 2-ethoxymethylbenzothiazole (boiling point: 126°-128° C./4 mmHg; yield: 63%). The reactants are S1C(=CC=C1)CC(=O)N[C@H]1[C@@H]2N(C(=C(CS2)N=[N+]=[N-])C(=O)OCC2=CC=C(C=C2)[N+](=O)[O-])C1=O (p-nitrobenzyl 7β-[(2-thienylacetyl)amino]-3-azido-3-cephem-4-carboxylate), CC(=O)C (acetone). The solvent is C(C)O (ethyl alcohol). Yields the product [N+](=O)([O-])C1=CC=C(COC(=O)C2N3C(C(C3SCC(=N2)OCC)NC(CC=2SC=CC2)=O)=O)C=C1 (4-Ethoxy-9-oxo-8-[(2-thienylacetyl)-amino]-6-thia-1,3-diazabicyclo[5.2.0]non-3-ene-2-carboxylic acid 4-nitrobenzyl ester). As a reaction SMILES: [S:1]1[CH:5]=[CH:4][CH:3]=[C:2]1[CH2:6][C:7]([NH:9][C@@H:10]1[C:33](=[O:34])[N:12]2[C:13]([C:20]([O:22][CH2:23][C:24]3[CH:29]=[CH:28][C:27]([N+:30]([O-:32])=[O:31])=[CH:26][CH:25]=3)=[O:21])=[C:14]([N:17]=[N+]=[N-])[CH2:15][S:16][C@H:11]12)=[O:8].[CH3:35][C:36](C)=[O:37]>C(O)C>[N+:30]([C:27]1[CH:28]=[CH:29][C:24]([CH2:23][O:22][C:20]([CH:13]2[N:17]=[C:14]([O:37][CH2:36][CH3:35])[CH2:15][S:16][CH:11]3[N:12]2[C:33](=[O:34])[CH:10]3[NH:9][C:7](=[O:8])[CH2:6][C:2]2[S:1][CH:5]=[CH:4][CH:3]=2)=[O:21])=[CH:25][CH:26]=1)([O-:32])=[O:31]. Reported procedure: A solution of 2.53 g of p-nitrobenzyl 7β-[(2-thienylacetyl)amino]-3-azido-3-cephem-4-carboxylate in 50 ml. of acetone and 50 ml. of ethyl alcohol was heated at the reflux temperature for 1.25 hr. and thereafter the solution was evaporated to dryness. The crude product showed three spots on a thin layer chromatogram. The predominant 4-ethoxy-1,3-diaza isomer (title compound) was separated from the other isomer by chromatography over 15 g. of silica gel using 600 ml. of toluene vs 600 ml. of 75% e... The reactants are O=C([O-])[O-], CN1CCNCC1, [K+], [K+], O=[N+]([O-])c1cccc(CBr)c1, CN(C)C=O. The product is CN1CCN(Cc2cccc([N+](=O)[O-])c2)CC1. As a reaction SMILES: [C:19](=[O:20])([O-:21])[O-:22].[CH3:12][N:13]1[CH2:14][CH2:15][NH:16][CH2:17][CH2:18]1.[K+:23].[K+:24].[N+:1](=[O:2])([O-:3])[c:4]1[cH:5][c:6]([CH2:7][Br:8])[cH:9][cH:10][cH:11]1.[O:25]=[CH:26][N:27]([CH3:28])[CH3:29]>>[N+:1](=[O:2])([O-:3])[c:4]1[cH:5][c:6]([CH2:7][N:16]2[CH2:15][CH2:14][N:13]([CH3:12])[CH2:18][CH2:17]2)[cH:9][cH:10][cH:11]1. Starting materials: [BH3-]C#N, C=O, CC(C)(C)OC(=O)NCc1cccc(N)c1, [Na+]. The product is CNc1cccc(CNC(=O)OC(C)(C)C)c1. Reaction SMILES: [C:19]([BH3-:20])#[N:21].[CH2:17]=[O:18].[NH2:1][c:2]1[cH:3][c:4]([CH2:5][NH:6][C:7]([O:8][C:9]([CH3:10])([CH3:11])[CH3:12])=[O:13])[cH:14][cH:15][cH:16]1.[Na+:22]>>[NH:1]([c:2]1[cH:3][c:4]([CH2:5][NH:6][C:7]([O:8][C:9]([CH3:10])([CH3:11])[CH3:12])=[O:13])[cH:14][cH:15][cH:16]1)[CH3:19]. The reactants are COC(CSCC(C1=CC=C(C=C1)F)NC(=O)OC(C)(C)C)=O ([2-tert-butoxycarbonylamino-2-(4-fluoro-phenyl)-ethylsulfanyl]-acetic acid methyl ester). Solvent: FC(C(=O)O)(F)F (trifluoroacetic acid). Product: FC1=CC=C(C=C1)C1CSCC(N1)=O (5-(4-fluoro-phenyl)-thiomorpholin-3-one). The yield is 100.7%. Reaction SMILES: COC(=O)[CH2:4][S:5][CH2:6][CH:7]([NH:15][C:16]([O:18]C(C)(C)C)=O)[C:8]1[CH:13]=[CH:12][C:11]([F:14])=[CH:10][CH:9]=1>FC(F)(F)C(O)=O>[F:14][C:11]1[CH:12]=[CH:13][C:8]([CH:7]2[NH:15][C:16](=[O:18])[CH2:4][S:5][CH2:6]2)=[CH:9][CH:10]=1. Procedure details: A solution of [2-tert-butoxycarbonylamino-2-(4-fluoro-phenyl)-ethylsulfanyl]-acetic acid methyl ester (3.23 g, 9.4 mmol) in trifluoroacetic acid (10 mL) was stirred at 50° C. for 10 hours. The solution was then concentrated under reduced pressure, and the residue was partitioned between saturated aqueous sodium bicarbonate and dichloromethane. The organic layer was separated, dried (Na2SO4), filtered and concentrated under reduced pressure to give 2.0 g of 5-(4-fluoro-phenyl)-thiomorpholin-3-one... Starting materials: CCN(CCCCCC1CCC([N+](C)([O-])S(=O)(=O)c2ccc(C(F)(F)F)cc2)CC1)CCO[Si](C)(C)C(C)(C)C, CCCC[N+](CCCC)(CCCC)CCCC, C1CCOC1, [F-]. The product is CCN(CCO)CCCCCC1CCC([N+](C)([O-])S(=O)(=O)c2ccc(C(F)(F)F)cc2)CC1. RXN SMILES: [C:1]([Si:2]([CH3:3])([CH3:4])[O:6][CH2:7][CH2:8][N:9]([CH2:10][CH2:11][CH2:12][CH2:13][CH2:14][CH:15]1[CH2:16][CH2:17][CH:18]([N+:21]([S:22](=[O:23])(=[O:24])[c:25]2[cH:26][cH:27][c:28]([C:31]([F:32])([F:33])[F:34])[cH:29][cH:30]2)([CH3:35])[O-:36])[CH2:19][CH2:20]1)[CH2:37][CH3:38])([CH3:5])([CH3:39])[CH3:40].[CH2:42]([N+:43]([CH2:44][CH2:45][CH2:46][CH3:47])([CH2:48][CH2:49][CH2:50][CH3:51])[CH2:52][CH2:53][CH2:54][CH3:55])[CH2:56][CH2:57][CH3:58].[CH2:59]1[O:60][CH2:61][CH2:62][CH2:63]1.[F-:41]>>[OH:6][CH2:7][CH2:8][N:9]([CH2:10][CH2:11][CH2:12][CH2:13][CH2:14][CH:15]1[CH2:16][CH2:17][CH:18]([N+:21]([S:22](=[O:23])(=[O:24])[c:25]2[cH:26][cH:27][c:28]([C:31]([F:32])([F:33])[F:34])[cH:29][cH:30]2)([CH3:35])[O-:36])[CH2:19][CH2:20]1)[CH2:37][CH3:38]. Isolated yield 79.0%. Solvent: C(C)(=O)O (acetic acid). Procedure: This compound was prepared from the product of 4a (5.43 g; 15.1 mmol) and 30% HBr in acetic acid (15 mL) according to Example 1c. 3.38 g (79%) product was obtained (amber gum that did not solidify). Starting materials: C(=O)(OC(C)(C)C)NCC(CCC(=O)OCCC(=O)OC(C)(C)C)=O (2-(t-butoxycarbonyl)ethyl 5-(Boc-amino)-4-oxopentanoate), Br (HBr). Product: Br.NCC(CCC(=O)OCCC(=O)O)=O (2-carboxyethyl 5-amino-4-oxopentanoate hydrobromide). Reaction SMILES: C([NH:8][CH2:9][C:10](=[O:25])[CH2:11][CH2:12][C:13]([O:15][CH2:16][CH2:17][C:18]([O:20]C(C)(C)C)=[O:19])=[O:14])(OC(C)(C)C)=O.[BrH:26]>C(O)(=O)C>[BrH:26].[NH2:8][CH2:9][C:10](=[O:25])[CH2:11][CH2:12][C:13]([O:15][CH2:16][CH2:17][C:18]([OH:20])=[O:19])=[O:14] |f:3.4|. The solvent is ClCCl (dichloromethane), ClCCl (dichloromethane). Conditions: time 2 hour. Starting materials: FC1=CC2=C(N(C(=N2)COC2=CC=CC=C2)CC2=CC=C(C=C2)OC(F)(F)F)C=C1N1CCNCC1 (5-fluoro-2-phenoxymethyl-6-piperazin-1-yl-1-(4-trifluoromethoxy-benzyl)-1H-benzoimidazole), TEA, C(CCCC)(=O)Cl (pentanoyl chloride). Reaction SMILES: [F:1][C:2]1[C:30]([N:31]2[CH2:36][CH2:35][NH:34][CH2:33][CH2:32]2)=[CH:29][C:5]2[N:6]([CH2:17][C:18]3[CH:23]=[CH:22][C:21]([O:24][C:25]([F:28])([F:27])[F:26])=[CH:20][CH:19]=3)[C:7]([CH2:9][O:10][C:11]3[CH:16]=[CH:15][CH:14]=[CH:13][CH:12]=3)=[N:8][C:4]=2[CH:3]=1.[C:37](Cl)(=[O:42])[CH2:38][CH2:39][CH2:40][CH3:41]>ClCCl>[F:1][C:2]1[C:30]([N:31]2[CH2:36][CH2:35][N:34]([C:37](=[O:42])[CH2:38][CH2:39][CH2:40][CH3:41])[CH2:33][CH2:32]2)=[CH:29][C:5]2[N:6]([CH2:17][C:18]3[CH:19]=[CH:20][C:21]([O:24][C:25]([F:26])([F:27])[F:28])=[CH:22][CH:23]=3)[C:7]([CH2:9][O:10][C:11]3[CH:12]=[CH:13][CH:14]=[CH:15][CH:16]=3)=[N:8][C:4]=2[CH:3]=1. Procedure details: 80 mg of 5-fluoro-2-phenoxymethyl-6-piperazin-1-yl-1-(4-trifluoromethoxy-benzyl)-1H-benzoimidazole (0.16 mmol) and 0.033 ml TEA (0.24 mmol) were dissolved in 1.5 ml dichloromethane and treated with 0.025 ml pentanoyl chloride (0.2 mmol). After 2 h stirring at rt, the reaction mixture was diluted with dichloromethane, washed with water, saturated sodium bicarbonate and brine, dried with magnesium sulfate, filtered and concentrated in vacuo, leading to 89 mg yellow solid (93%). MS (ISP) 585.3 (M+H... The product is FC=1C(=CC2=C(N=C(N2CC2=CC=C(C=C2)OC(F)(F)F)COC2=CC=CC=C2)C1)N1CCN(CC1)C(CCCC)=O (1-{4-[6-Fluoro-2-phenoxymethyl-3-(4-trifluoromethoxy-benzyl)-3H-benzoimidazol-5-yl]-piperazin-1-yl}-pentan-1-one).